This data is from the Open Reaction Database (ORD), a public repository of structured organic reaction records. The task is: describe an organic reaction: reactants, conditions, products, and yield The reactants are Brc1cnc2nc(NC3=NCC4(CN5CCC4CC5)O3)sc2n1, CO, Cl. Yields the product c1cnc2sc(NC3=NCC4(CN5CCC4CC5)O3)nc2n1. RXN SMILES: [Br:1][c:2]1[cH:3][n:4][c:5]2[c:6]([n:7]1)[s:8][c:9]([NH:11][C:12]1=[N:16][CH2:15][C:14]3([O:13]1)[CH2:17][N:18]1[CH2:19][CH2:20][CH:21]3[CH2:22][CH2:23]1)[n:10]2.[CH3:25][OH:26].[ClH:24]>>[cH:2]1[cH:3][n:4][c:5]2[c:6]([n:7]1)[s:8][c:9]([NH:11][C:12]1=[N:16][CH2:15][C:14]3([O:13]1)[CH2:17][N:18]1[CH2:19][CH2:20][CH:21]3[CH2:22][CH2:23]1)[n:10]2.